Dataset: the Open Reaction Database (ORD), a public repository of structured organic reaction records. Task: describe an organic reaction: reactants, conditions, products, and yield Reactants: FC(C(CCCCOC)(O)C1CN(CCC1)C(=O)OC(C)(C)C)(F)F (Tert-butyl 3-(1,1,1-trifluoro-2-hydroxy-6-methoxyhexan-2-yl)piperidine-1-carboxylate). Run in C(=O)(C(F)(F)F)O.ClCCl (TFA dichloromethane). Run at time 30 minute. Product: FC(C(CCCCOC)(O)C1CNCCC1)(F)F (1,1,1-trifluoro-6-methoxy-2-(piperidin-3-yl)hexan-2-ol). RXN SMILES: [F:1][C:2]([F:25])([F:24])[C:3]([CH:11]1[CH2:16][CH2:15][CH2:14][N:13](C(OC(C)(C)C)=O)[CH2:12]1)([OH:10])[CH2:4][CH2:5][CH2:6][CH2:7][O:8][CH3:9]>C(O)(C(F)(F)F)=O.ClCCl>[F:25][C:2]([F:1])([F:24])[C:3]([CH:11]1[CH2:16][CH2:15][CH2:14][NH:13][CH2:12]1)([OH:10])[CH2:4][CH2:5][CH2:6][CH2:7][O:8][CH3:9] |f:1.2|. Procedure: Tert-butyl 3-(1,1,1-trifluoro-2-hydroxy-6-methoxyhexan-2-yl)piperidine-1-carboxylate (20 mg) was dissolved in 1:1 TFA/dichloromethane (4 mL). The mixture was stirred for 30 min. The mixture was concentrated to afford 1,1,1-trifluoro-6-methoxy-2-(piperidin-3-yl)hexan-2-ol which was used without purification. Reactants: C(Cl)(Cl)Cl (CHCl3), Cl.O1CCOCC1 (hydrogen chloride dioxane), C(C)(C)(C)OC(=O)NCC(=O)N(C)CC=1C=C(C=CC1)C=1C=NC(=NC1)N1CCN(CC1)C1=C(C=C(C=N1)/C=C/C(=O)O)C ((2E)-3-[6-(4-{5-[3-({[N-(tert-Butoxycarbonyl)glycyl](methyl)amino}methyl)phenyl]pyrimidin-2-yl}piperazin-1-yl)-5-methylpyridin-3-yl]acrylic acid). The product is Cl.Cl.NCC(=O)N(C)CC=1C=C(C=CC1)C=1C=NC(=NC1)N1CCN(CC1)C1=C(C=C(C=N1)/C=C/C(=O)O)C ((2E)-3-(6-{-4-[5-(3-{[glycyl(methyl)amino]methyl}phenyl)pyrimidin-2-yl]piperazin-1-yl}-5-methylpyridin-3-yl)acrylic acid dihydrochloride). Run in O1CCOCC1 (dioxane). RXN SMILES: C(OC([NH:8][CH2:9][C:10]([N:12]([CH2:14][C:15]1[CH:16]=[C:17]([C:21]2[CH:22]=[N:23][C:24]([N:27]3[CH2:32][CH2:31][N:30]([C:33]4[N:38]=[CH:37][C:36](/[CH:39]=[CH:40]/[C:41]([OH:43])=[O:42])=[CH:35][C:34]=4[CH3:44])[CH2:29][CH2:28]3)=[N:25][CH:26]=2)[CH:18]=[CH:19][CH:20]=1)[CH3:13])=[O:11])=O)(C)(C)C.C(Cl)(Cl)[Cl:46].[ClH:49].O1CCOCC1>O1CCOCC1>[ClH:46].[ClH:49].[NH2:8][CH2:9][C:10]([N:12]([CH2:14][C:15]1[CH:16]=[C:17]([C:21]2[CH:22]=[N:23][C:24]([N:27]3[CH2:32][CH2:31][N:30]([C:33]4[N:38]=[CH:37][C:36](/[CH:39]=[CH:40]/[C:41]([OH:43])=[O:42])=[CH:35][C:34]=4[CH3:44])[CH2:29][CH2:28]3)=[N:25][CH:26]=2)[CH:18]=[CH:19][CH:20]=1)[CH3:13])=[O:11] |f:2.3,5.6.7|. Run at time 8 hour. Reported procedure: (2E)-3-[6-(4-{5-[3-({[N-(tert-Butoxycarbonyl)glycyl](methyl)amino}methyl)phenyl]pyrimidin-2-yl}piperazin-1-yl)-5-methylpyridin-3-yl]acrylic acid (147 mg) was dissolved in dioxane (3 ml), and CHCl3 (1 ml) and 4 M hydrogen chloride/dioxane (1 ml) was added thereto, followed by stirring at room temperature overnight. The precipitated solid was collected by filtration to obtain (2E)-3-(6-{-4-[5-(3-{[glycyl(methyl)amino]methyl}phenyl)pyrimidin-2-yl]piperazin-1-yl}-5-methylpyridin-3-yl)acrylic acid di... Reactants: BrCc1ccccc1, C1CCOC1, C#CCOc1ccc2[nH]c(=S)nc(-c3ccc(C(C)C)cc3)c2c1, CCN(C(C)C)C(C)C. The product is C#CCOc1ccc2nc(SCc3ccccc3)nc(-c3ccc(C(C)C)cc3)c2c1. RXN SMILES: [Br:25][CH2:26][c:27]1[cH:28][cH:29][cH:30][cH:31][cH:32]1.[CH2:42]1[O:43][CH2:44][CH2:45][CH2:46]1.[CH:1]([CH3:2])([CH3:3])[c:4]1[cH:5][cH:6][c:7](-[c:10]2[n:11][c:12](=[S:24])[nH:13][c:14]3[cH:15][cH:16][c:17]([O:20][CH2:21][C:22]#[CH:23])[cH:18][c:19]23)[cH:8][cH:9]1.[CH:33]([N:34]([CH2:35][CH3:36])[CH:37]([CH3:38])[CH3:39])([CH3:40])[CH3:41]>>[CH:1]([CH3:2])([CH3:3])[c:4]1[cH:5][cH:6][c:7](-[c:10]2[n:11][c:12]([S:24][CH2:26][c:27]3[cH:28][cH:29][cH:30][cH:31][cH:32]3)[n:13][c:14]3[cH:15][cH:16][c:17]([O:20][CH2:21][C:22]#[CH:23])[cH:18][c:19]23)[cH:8][cH:9]1. Starting materials: C(C1=CC=CC=C1)C1=CC2=C(NC(N2)=S)C=C1 (5-benzyl-benzimidazoline-2-thione), Cl.C(C)N(CCCl)CC (2-(diethylamino)-ethylchloride hydrochloride), C(O)([O-])=O.[Na+] (sodium hydrogen-carbonate). Solvent: C(C)O (ethanol). The product is Cl.Cl.C(C)N(CCSC=1NC2=C(N1)C=CC(=C2)CC2=CC=CC=C2)CC (2-(2-diethylamino-ethylthio)-5-benzyl-benzimidazole dihydrochloride). Reaction SMILES: [CH2:1]([C:8]1[CH:17]=[CH:16][C:11]2[NH:12][C:13](=[S:15])[NH:14][C:10]=2[CH:9]=1)[C:2]1[CH:7]=[CH:6][CH:5]=[CH:4][CH:3]=1.[ClH:18].[CH2:19]([N:21]([CH2:25][CH3:26])[CH2:22][CH2:23][Cl:24])[CH3:20].C(=O)([O-])O.[Na+]>C(O)C>[ClH:24].[ClH:18].[CH2:19]([N:21]([CH2:25][CH3:26])[CH2:22][CH2:23][S:15][C:13]1[NH:14][C:10]2[CH:9]=[C:8]([CH2:1][C:2]3[CH:3]=[CH:4][CH:5]=[CH:6][CH:7]=3)[CH:17]=[CH:16][C:11]=2[N:12]=1)[CH3:20] |f:1.2,3.4,6.7.8|. Procedure: 6 g (25 mmoles) of 5-benzyl-benzimidazoline-2-thione, 5.16 g (30 mmoles) of 2-(diethylamino)-ethylchloride hydrochloride and 2.55 g of sodium hydrogen-carbonate are reacted in 40 ml of ethanol. After filtering off the inorganic salt and concentration of the solution, the title product is precipitated by hydrochloric ethanol. Starting materials: Cl.C[C@@H]1CC[C@H](CC1)N (trans-4-methylcyclohexylamine hydrochloride), C(C)(C)N(C(C)C)CC (N,N-diisopropylethylamine), C1(=NC=CC2=CC=CC=C12)C(=O)O (isoquinoline-1-carboxylic acid), C(=O)(N1C=NC=C1)N1C=NC=C1 (1,1′-carbonyldiimidazole). Solvent: CN(C=O)C (dimethylformamide), C(C)(=O)OCC (ethyl acetate). Conditions: temperature 50 celsius. Yields the product C[C@@H]1CC[C@H](CC1)NC(=O)C1=NC=CC2=CC=CC=C12 (N-(trans-4-methylcyclohexyl)isoquinoline 1-carboxamide). Yield: 79.9%. Reaction SMILES: [C:1]1([C:11]([OH:13])=O)[C:10]2[C:5](=[CH:6][CH:7]=[CH:8][CH:9]=2)[CH:4]=[CH:3][N:2]=1.C(N1C=CN=C1)(N1C=CN=C1)=O.Cl.[CH3:27][C@H:28]1[CH2:33][CH2:32][C@H:31]([NH2:34])[CH2:30][CH2:29]1.C(N(CC)C(C)C)(C)C>CN(C)C=O.C(OCC)(=O)C>[CH3:27][C@H:28]1[CH2:33][CH2:32][C@H:31]([NH:34][C:11]([C:1]2[C:10]3[C:5](=[CH:6][CH:7]=[CH:8][CH:9]=3)[CH:4]=[CH:3][N:2]=2)=[O:13])[CH2:30][CH2:29]1 |f:2.3|. Procedure details: A solution of isoquinoline-1-carboxylic acid (346 mg, 2 mmol), and 1,1′-carbonyldiimidazole (325 mg, 2 mmol) in dimethylformamide (4 mL) was heated 3 o at 50° C. for 1 hour. After this time, trans-4-methylcyclohexylamine hydrochloride (300 mg, 2 mmol), and N,N-diisopropylethylamine (0.523 mL, 3 mmol) were added and the mixture heated at 50° C. for 16 hours. The reaction mixture was cooled, and diluted with ethyl acetate (20 mL). The organic solution was washed with water (3×15 mL), brine (20 mL)... Starting materials: O=C1CSCN1CCCCBr, Cc1cccc(N2CCNCC2)c1C, CC#N, Cl, [I-], [K+], [K+], [Na+], O=C([O-])[O-]. Product: Cc1cccc(N2CCN(CCCCN3CSCC3=O)CC2)c1C, Cl. RXN SMILES: [Br:1][CH2:2][CH2:3][CH2:4][CH2:5][N:6]1[CH2:7][S:8][CH2:9][C:10]1=[O:11].[CH3:13][c:14]1[c:15]([N:21]2[CH2:22][CH2:23][NH:24][CH2:25][CH2:26]2)[cH:16][cH:17][cH:18][c:19]1[CH3:20].[CH3:35][C:36]#[N:37].[ClH:12].[I-:33].[K+:27].[K+:28].[Na+:34].[O-:29][C:30]([O-:31])=[O:32]>>[CH2:2]([CH2:3][CH2:4][CH2:5][N:6]1[CH2:7][S:8][CH2:9][C:10]1=[O:11])[N:24]1[CH2:23][CH2:22][N:21]([c:15]2[c:14]([CH3:13])[c:19]([CH3:20])[cH:18][cH:17][cH:16]2)[CH2:26][CH2:25]1.[ClH:12]. Reactants: C1(CCCCC1)C1=CC=C(C=C1)C(CC(=O)N)C (3-(4-cyclohexylphenyl)-butyramide), C[Mg]I (methyl magnesium iodide), ice, S(O)(O)(=O)=O (sulfuric acid), [Mg] (magnesium), CI (methyl iodide). Run in C(Cl)Cl (methylene chloride), CCOCC (ether). Yields the product C1(CCCCC1)C1=CC=C(C=C1)C(CC(C)=O)C (4-(4-Cyclohexyl-phenyl)-2-pentanone). Reaction SMILES: [CH:1]1([C:7]2[CH:12]=[CH:11][C:10]([CH:13]([CH3:18])[CH2:14][C:15](N)=[O:16])=[CH:9][CH:8]=2)[CH2:6][CH2:5][CH2:4][CH2:3][CH2:2]1.[CH3:19][Mg]I.[Mg].CI.S(=O)(=O)(O)O>C(Cl)Cl.CCOCC>[CH:1]1([C:7]2[CH:12]=[CH:11][C:10]([CH:13]([CH3:18])[CH2:14][C:15](=[O:16])[CH3:19])=[CH:9][CH:8]=2)[CH2:6][CH2:5][CH2:4][CH2:3][CH2:2]1. Reported procedure: A solution of 24.54 gm (0.1 mol) of 3-(4-cyclohexylphenyl)-butyramide in 750 ml of dry methylene chloride was added dropwise within one hour to a methyl magnesium iodide solution, prepared from 12.2 gm (0.5 mol) of magnesium and 71 gm (0.5 mol) of methyl iodide in a total of 400 ml of anhydrous ether, and, to complete the reaction, the resulting mixture was refluxed for 6 hours. The cooled mixture was then stirred into a mixture of 2 kg of ice and 100 ml of concentrated sulfuric acid. The organi... The reactants are BrC=1C=CC=2NC3=CC=CC=C3C2C1 (3-bromocarbazole), acetyl, C(C)(=O)OC(C)=O (acetic anhydride), S(O)(O)(=O)=O (sulfuric acid). The product is C(C)(=O)N1C2=CC=CC=C2C=2C=C(C=CC12)Br (9-acetyl-3-bromocarbazole). RXN SMILES: [Br:1][C:2]1[CH:3]=[CH:4][C:5]2[NH:6][C:7]3[C:12]([C:13]=2[CH:14]=1)=[CH:11][CH:10]=[CH:9][CH:8]=3.[C:15](OC(=O)C)(=[O:17])[CH3:16].S(=O)(=O)(O)O>>[C:15]([N:6]1[C:5]2[CH:4]=[CH:3][C:2]([Br:1])=[CH:14][C:13]=2[C:12]2[C:7]1=[CH:8][CH:9]=[CH:10][CH:11]=2)(=[O:17])[CH3:16]. Reported procedure: 20 g of 3-bromocarbazole was converted to its acetyl derivative by refluxing with acetic anhydride (3 vol) with traces of conc. sulfuric acid. Aqueous workup yielded an off-white solid, which was then washed with n-hexane and dried under vacuum to obtain 23 g 9-acetyl-3-bromocarbazole, quantitatively. And N-acetyl derivative of carbazole, benzocarbaole and dibenzocarbazoles were prepared following the same procedure. Reactants: BrC1=C(C=CC=C1)S(=O)(=O)N(COCCOC)C1=NOC(=C1C)C (2-Bromo-N-(4,5-dimethyl-3-isoxazolyl)-N-[(2-methoxyethoxy)methyl]benzenesulfonamide), C(CCC)[Li] (n-butyl lithium), COB(OC)OC (trimethylborate). Solvent: C1CCOC1 (THF). Conditions: temperature -95 celsius, time 10 minute. Product: B(O)(O)C1=C(C=CC=C1)S(=O)(=O)N(COCCOC)C1=NOC(=C1C)C (2-borono-N-(4,5-dimethyl-3-isoxazolyl)-N-[(2-methoxyethoxy)methyl]benzenesulfonamide). Reaction SMILES: Br[C:2]1[CH:7]=[CH:6][CH:5]=[CH:4][C:3]=1[S:8]([N:11]([C:18]1[C:22]([CH3:23])=[C:21]([CH3:24])[O:20][N:19]=1)[CH2:12][O:13][CH2:14][CH2:15][O:16][CH3:17])(=[O:10])=[O:9].C([Li])CCC.C[O:31][B:32](OC)[O:33]C>C1COCC1>[B:32]([C:2]1[CH:7]=[CH:6][CH:5]=[CH:4][C:3]=1[S:8]([N:11]([C:18]1[C:22]([CH3:23])=[C:21]([CH3:24])[O:20][N:19]=1)[CH2:12][O:13][CH2:14][CH2:15][O:16][CH3:17])(=[O:10])=[O:9])([OH:33])[OH:31]. Procedure details: To a solution of the title compound of step C (22.16 g, 52.85 mmol) in 264 ml THF at -95° C., n-butyl lithium (2M solution in pentane, 29.07 ml, 58.14 mmol) was added. The mixture was stirred at -95° C. for 10 minutes and trimethylborate (6.59 g, 63.42 mmol) was added and stirred at -78° C. for 15 minutes. The cold bath was removed and the mixture was warmed to room temperature slowly and stirred at room temperature for 0.5 hr. The mixture was then cooled to 0° C. and 100 ml 3N HCl was added dro...